Dataset: the Open Reaction Database (ORD), a public repository of structured organic reaction records. Task: describe an organic reaction: reactants, conditions, products, and yield The solvent is CCCCCC (hexane), C(C)OCC (diethyl ether), C(C)OCC (diethyl ether), C(C)OCC (diethyl ether). Procedure details: A solution of 8.76 g of 2,3-dibromobenzo[b]thiophene in 75 ml of diethyl ether was cooled to 0° C. and 19 ml of a 1.6M solution of n-butyl lithium in hexane and 10 ml of diethyl ether were added. A pink slurry formed which was stirred for one hour. A solution of 2.7 ml of methyl disulfide in 10 ml of diethyl ether was added and the reaction mixture was stirred for 4 hours at 0° C. Approximately 100 ml of 1N hydrochloric acid were added and the reaction was allowed to warm to room temperature. Th... Run at time 1 hour. Yields the product BrC=1C2=C(SC1SC)C=CC=C2 (3-bromo-2-(methylthio)benzo[b]thiophene). As a reaction SMILES: Br[C:2]1[S:6][C:5]2[CH:7]=[CH:8][CH:9]=[CH:10][C:4]=2[C:3]=1[Br:11].C([Li])CCC.[CH3:17][S:18]SC.Cl>C(OCC)C.CCCCCC>[Br:11][C:3]1[C:4]2[CH:10]=[CH:9][CH:8]=[CH:7][C:5]=2[S:6][C:2]=1[S:18][CH3:17]. Starting materials: solution, C(CCC)[Li] (n-butyl lithium), BrC1=C(C2=C(S1)C=CC=C2)Br (2,3-dibromobenzo[b]thiophene), Cl (hydrochloric acid), CSSC (methyl disulfide).